Dataset: the Open Reaction Database (ORD), a public repository of structured organic reaction records. Task: describe an organic reaction: reactants, conditions, products, and yield Starting materials: [Al+3], C1CCOC1, CN(CCOc1cccc(Cl)c1C#N)Cc1ccccc1, [H-], [H-], [H-], [H-], [Li+]. The product is CN(CCOc1cccc(Cl)c1CN)Cc1ccccc1. Reaction SMILES: [Al+3:2].[CH2:28]1[O:29][CH2:30][CH2:31][CH2:32]1.[CH2:7]([c:8]1[cH:9][cH:10][cH:11][cH:12][cH:13]1)[N:14]([CH3:15])[CH2:16][CH2:17][O:18][c:19]1[c:20]([C:21]#[N:22])[c:23]([Cl:27])[cH:24][cH:25][cH:26]1.[H-:1].[H-:4].[H-:5].[H-:6].[Li+:3]>>[CH2:7]([c:8]1[cH:9][cH:10][cH:11][cH:12][cH:13]1)[N:14]([CH3:15])[CH2:16][CH2:17][O:18][c:19]1[c:20]([CH2:21][NH2:22])[c:23]([Cl:27])[cH:24][cH:25][cH:26]1. The reactants are CS(=O)(=O)O (methanesulfonic acid), O[C@H]1C[C@@H]2CC[C@H]3[C@@H]4CC[C@@H]([C@@]4(C)CC[C@@H]3[C@]2(C[C@@H]1N1CC(OCC1)(C)C)C)C#N ((2β,3α,5α,17β)-3-hydroxy-2-(2,2-dimethyl-4-morpholinyl)androstane-17-carbonitrile). Run in C(C)O (ethanol), C(C)O (ethanol). Run at time 5 minute. The product is CS(=O)(=O)O.O[C@H]1C[C@@H]2CC[C@H]3[C@@H]4CC[C@@H]([C@@]4(C)CC[C@@H]3[C@]2(C[C@@H]1N1CC(OCC1)(C)C)C)C#N ((2β,3α,5α,17β)-3-hydroxy-2-(2,2-dimethyl-4-morpholinyl)androstane-17-carbonitrile methanesulfonate), salt. Reaction SMILES: [CH3:1][S:2]([OH:5])(=[O:4])=[O:3].[OH:6][C@@H:7]1[C@@H:24]([N:25]2[CH2:30][CH2:29][O:28][C:27]([CH3:32])([CH3:31])[CH2:26]2)[CH2:23][C@@:22]2([CH3:33])[C@@H:9]([CH2:10][CH2:11][C@@H:12]3[C@@H:21]2[CH2:20][CH2:19][C@@:17]2([CH3:18])[C@H:13]3[CH2:14][CH2:15][C@@H:16]2[C:34]#[N:35])[CH2:8]1>C(O)C>[CH3:1][S:2]([OH:5])(=[O:4])=[O:3].[OH:6][C@@H:7]1[C@@H:24]([N:25]2[CH2:30][CH2:29][O:28][C:27]([CH3:31])([CH3:32])[CH2:26]2)[CH2:23][C@@:22]2([CH3:33])[C@@H:9]([CH2:10][CH2:11][C@@H:12]3[C@@H:21]2[CH2:20][CH2:19][C@@:17]2([CH3:18])[C@H:13]3[CH2:14][CH2:15][C@@H:16]2[C:34]#[N:35])[CH2:8]1 |f:3.4|. Reported procedure: A solution of methanesulfonic acid (186 mg) in ethanol (2 ml) was added to a suspension of (2β,3α,5α,17β)-3-hydroxy-2-(2,2-dimethyl-4-morpholinyl)androstane-17-carbonitrile (800 mg) in ethanol (8 ml) and the mixture was stirred for 5 min. Removal of the solvent under reduced pressure afforded a solid which was precipitated from ethanol-diethyl ether to give (2β,3α,5α,17β)-3-hydroxy-2-(2,2-dimethyl-4-morpholinyl)androstane-17-carbonitrile methanesulfonate (1:1) salt (890 mg). [α]D +100.2° (c 0.2)... Starting materials: C(C)NC(=O)NC1=CC=C(C=C1)C=1N=C(C2=C(N1)CNCC2)N2[C@H](COCC2)C ((S)-1-ethyl-3-(4-(4-(3-methylmorpholino)-5,6,7,8-tetrahydropyrido[3,4-d]pyrimidin-2-yl)phenyl)urea), CS(=O)(=O)C=C (methyl-sulfonylethene), CCN(C(C)C)C(C)C (DIPEA). Run in C1CCOC1.CN(C)C=O (THF DMF). Yields the product C(C)NC(=O)NC1=CC=C(C=C1)C=1N=C(C2=C(N1)CN(CC2)CCS(=O)(=O)C)N2[C@H](COCC2)C ((S)-1-ethyl-3-(4-(4-(3-methylmorpholino)-7-(2-(methylsulfonyl)ethyl)-5,6,7,8-tetrahydropyrido[3,4-d]pyrimidin-2-yl)phenyl)urea). Isolated yield 27.4%. Reaction SMILES: [CH2:1]([NH:3][C:4]([NH:6][C:7]1[CH:12]=[CH:11][C:10]([C:13]2[N:14]=[C:15]([N:23]3[CH2:28][CH2:27][O:26][CH2:25][C@@H:24]3[CH3:29])[C:16]3[CH2:22][CH2:21][NH:20][CH2:19][C:17]=3[N:18]=2)=[CH:9][CH:8]=1)=[O:5])[CH3:2].[CH3:30][S:31]([CH:34]=[CH2:35])(=[O:33])=[O:32].CCN(C(C)C)C(C)C>C1COCC1.CN(C=O)C>[CH2:1]([NH:3][C:4]([NH:6][C:7]1[CH:8]=[CH:9][C:10]([C:13]2[N:14]=[C:15]([N:23]3[CH2:28][CH2:27][O:26][CH2:25][C@@H:24]3[CH3:29])[C:16]3[CH2:22][CH2:21][N:20]([CH2:35][CH2:34][S:31]([CH3:30])(=[O:33])=[O:32])[CH2:19][C:17]=3[N:18]=2)=[CH:11][CH:12]=1)=[O:5])[CH3:2] |f:3.4|. Reported procedure: A mixture of (S)-1-ethyl-3-(4-(4-(3-methylmorpholino)-5,6,7,8-tetrahydropyrido[3,4-d]pyrimidin-2-yl)phenyl)urea (ca) (0.35 mmol), methyl-sulfonylethene (3.5 mmol), DIPEA (1 mL), in a mixed solvent of THF/DMF (30 mL, 10:1) was stirred at 40° C. overnight. The solvent was removed in vacuum and the residue was purified by preparative TLC (Hexanes:ethyl acetate=1:2) to give 48.2 mg (yield: 27%) of (S)-1-ethyl-3-(4-(4-(3-methylmorpholino)-7-(2-(methylsulfonyl)ethyl)-5,6,7,8-tetrahydropyrido[3,4-d]pyr... Reactants: ClC1=NC(=NC=C1C(=S)OCC)C (ethyl 4-chloro-2-methylthiopyrimidine-5-carboxylate), FC1=CC=C(N)C=C1 (4-fluoroaniline), crude product. Run in C(C)#N (acetonitrile), hexanes. Reaction conditions: temperature 60 celsius, time 2 day. Yields the product FC1=CC=C(C=C1)NC1=NC(=NC=C1C(=S)OCC)C (ethyl 4-(4-fluorophenyl)amino-2-methylthiopyrimidine-5-carboxylate). Yield: 76.6%. As a reaction SMILES: Cl[C:2]1[C:7]([C:8]([O:10][CH2:11][CH3:12])=[S:9])=[CH:6][N:5]=[C:4]([CH3:13])[N:3]=1.[F:14][C:15]1[CH:21]=[CH:20][C:18]([NH2:19])=[CH:17][CH:16]=1>C(#N)C>[F:14][C:15]1[CH:21]=[CH:20][C:18]([NH:19][C:2]2[C:7]([C:8]([O:10][CH2:11][CH3:12])=[S:9])=[CH:6][N:5]=[C:4]([CH3:13])[N:3]=2)=[CH:17][CH:16]=1. Reported procedure: To a solution of ethyl 4-chloro-2-methylthiopyrimidine-5-carboxylate (Aldrich, 24 g, 103 mmol) in 250 mL of acetonitrile at room temperature was added 4-fluoroaniline (22.75 g, 205 mmol). After stirring for two days, the mixture was heated at 60° C. for four hours. The resulting solid was filtered and washed with EtOAc. The filtrate was concentrated, diluted in EtOAc (300 L), washed with brine, dried (MgSO4), filtered and concentrated to provide a crude product. The crude product was stirred wit...